Dataset: the Open Reaction Database (ORD), a public repository of structured organic reaction records. Task: describe an organic reaction: reactants, conditions, products, and yield Reactants: N[C@@H](CCSC)CO (methioninol), C(=O)(OC(C)(C)C)N([C@@H](CC1=CC=CC=C1)C(=O)O)C (Boc-MePhe-OH), C(C(C)C)OC(=O)Cl (chloroformic acid iso-butyl ester), C(C)N1CCOCC1 (N-ethylmorpholine). Solvent: O1CCCC1 (tetrahydrofuran), C(C)(=O)O (acetic acid), O1CCCC1 (tetrahydrofuran). Run at time 2 hour. Product: C(=O)(OC(C)(C)C)N([C@@H](CC1=CC=CC=C1)C(=O)O)C.N[C@@H](CCSC)CO (Boc-MePhe methioninol). Reaction SMILES: [C:1]([N:8]([CH3:20])[C@H:9]([C:17]([OH:19])=[O:18])[CH2:10][C:11]1[CH:16]=[CH:15][CH:14]=[CH:13][CH:12]=1)([O:3][C:4]([CH3:7])([CH3:6])[CH3:5])=[O:2].C(N1CCOCC1)C.C(OC(Cl)=O)C(C)C.[NH2:37][C@H:38]([CH2:43][OH:44])[CH2:39][CH2:40][S:41][CH3:42]>O1CCCC1.C(O)(=O)C>[C:1]([N:8]([CH3:20])[C@H:9]([C:17]([OH:19])=[O:18])[CH2:10][C:11]1[CH:12]=[CH:13][CH:14]=[CH:15][CH:16]=1)([O:3][C:4]([CH3:6])([CH3:5])[CH3:7])=[O:2].[NH2:37][C@H:38]([CH2:43][OH:44])[CH2:39][CH2:40][S:41][CH3:42] |f:6.7|. Procedure details: 3.1 g of Boc-MePhe-OH are dissolved in 30 ml of tetrahydrofuran, cooled to -20°, and 1.45 ml of N-ethylmorpholine are added with stirring followed by 1.45 ml of chloroformic acid iso-butyl ester and the mixture stirred for a further 5 minutes at -20°. A cold solution of 1.80 g of methioninol in 1 ml of tetrahydrofuran is added, the mixture left to stand for 2 hours at a temperature of from -5° to 0° and then stirred for 2 hours at room temperature. The reaction mixture is diluted with ca. 350 ml... The reactants are O=Cc1cc(Br)ccc1Oc1cccc(CC(=O)O)c1, CO, [Na+], [OH-], O=S(Cl)Cl. The product is COC(=O)Cc1cccc(Oc2ccc(Br)cc2C=O)c1. Reaction SMILES: [Br:1][c:2]1[cH:3][c:4]([CH:19]=[O:20])[c:5]([O:6][c:7]2[cH:8][c:9]([CH2:13][C:14](=[O:15])[OH:16])[cH:10][cH:11][cH:12]2)[cH:17][cH:18]1.[CH3:27][OH:28].[Na+:26].[OH-:25].[S:21]([Cl:22])([Cl:23])=[O:24]>>[Br:1][c:2]1[cH:3][c:4]([CH:19]=[O:20])[c:5]([O:6][c:7]2[cH:8][c:9]([CH2:13][C:14]([O:15][CH3:27])=[O:16])[cH:10][cH:11][cH:12]2)[cH:17][cH:18]1. The reactants are BrC=1C=C2C(C(=CN(C2=CC1)C1=CC=C(C=C1)F)C(=O)N)=O (6-Bromo-1-(4-fluorophenyl)-4-oxo-1,4-dihydroquinoline-3-carboxamide), N1=C(Cl)N=C(Cl)N=C1Cl (cyanuric chloride). Solvent: CN(C)C=O (DMF), C(C)(=O)OCC (ethyl acetate). Run at time 30 minute. Yields the product BrC=1C=C2C(C(=CN(C2=CC1)C1=CC=C(C=C1)F)C#N)=O (6-bromo-1-(4-fluorophenyl)-4-oxo-1,4-dihydroquinoline-3-carbonitrile). The yield is 35.5%. Reaction SMILES: [Br:1][C:2]1[CH:3]=[C:4]2[C:9](=[CH:10][CH:11]=1)[N:8]([C:12]1[CH:17]=[CH:16][C:15]([F:18])=[CH:14][CH:13]=1)[CH:7]=[C:6]([C:19]([NH2:21])=O)[C:5]2=[O:22].N1C(Cl)=NC(Cl)=NC=1Cl>CN(C=O)C.C(OCC)(=O)C>[Br:1][C:2]1[CH:3]=[C:4]2[C:9](=[CH:10][CH:11]=1)[N:8]([C:12]1[CH:13]=[CH:14][C:15]([F:18])=[CH:16][CH:17]=1)[CH:7]=[C:6]([C:19]#[N:21])[C:5]2=[O:22]. Procedure: Compound E (30 mg, 0.083 mmol, 1.0 eq) and cyanuric chloride (15 mg, 0.083 mmol, 1.0 eq) were dissolved in DMF (0.5 mL) and the reaction was stirred at room temperature for 30 minutes. The reaction was diluted with ethyl acetate and washed with saturated sodium bicarbonate. The organic phase was dried (MgSO4), filtered and concentrated in vacuo. Purification by reverse phase chromatography afforded 10.1 mg (68%) of the title compound as white solid. 1H NMR (400 MHz, DMSO-d6) δ 8.94 (s, 1H), 8.30... Starting materials: B(Br)(Br)Br (boron tribromide), CC1=NC(C(N1C)=O)=CC1=C(C=CC=C1)OC (3,5-Dihydro-2,3-dimethyl-5-(2′-methoxybenzylidene)imidazol-4-one), ice water. The solvent is ClCCl (dichloromethane). Run at temperature -40 celsius. Product: CC1=NC(C(N1C)=O)=CC1=C(C=CC=C1)O (3,5-dihydro-2,3-dimethyl-5-(2′-hydroxybenzylidene)imidazol-4-one). Yield: 91.6%. Reaction SMILES: [CH3:1][C:2]1[N:6]([CH3:7])[C:5](=[O:8])[C:4](=[CH:9][C:10]2[CH:15]=[CH:14][CH:13]=[CH:12][C:11]=2[O:16]C)[N:3]=1.B(Br)(Br)Br>ClCCl>[CH3:1][C:2]1[N:6]([CH3:7])[C:5](=[O:8])[C:4](=[CH:9][C:10]2[CH:15]=[CH:14][CH:13]=[CH:12][C:11]=2[OH:16])[N:3]=1. Procedure: 3,5-Dihydro-2,3-dimethyl-5-(2′-methoxybenzylidene)imidazol-4-one (2 g) was dissolved in dichloromethane (30 ml) and boron tribromide (2 ml) was added dropwise while stirring the mixture at −40° C. Thereafter, the reaction mixture was stirred under ice-cooling for 1 hr, and the reaction mixture was poured into ice water and extracted with chloroform. The organic layer was dried over anhydrous sodium sulfate and concentrated under reduced pressure to give 3,5-dihydro-2,3-dimethyl-5-(2′-hydroxybenz...